This data is from the Open Reaction Database (ORD), a public repository of structured organic reaction records. The task is: describe an organic reaction: reactants, conditions, products, and yield Yields the product CC(C)(C)c1cccc(NC(=O)c2cc(Cl)ccc2O)c1. RXN SMILES: [C:12]([CH3:13])([CH3:14])([CH3:15])[c:16]1[cH:17][c:18]([NH2:19])[cH:20][cH:21][cH:22]1.[OH:1][C:2](=[O:3])[c:4]1[cH:5][c:6]([Cl:7])[cH:8][cH:9][c:10]1[OH:11]>>[C:2](=[O:3])([c:4]1[cH:5][c:6]([Cl:7])[cH:8][cH:9][c:10]1[OH:11])[NH:19][c:18]1[cH:17][c:16]([C:12]([CH3:13])([CH3:14])[CH3:15])[cH:22][cH:21][cH:20]1. The reactants are CC(C)(C)c1cccc(N)c1, O=C(O)c1cc(Cl)ccc1O.